From a dataset of the Open Reaction Database (ORD), a public repository of structured organic reaction records. describe an organic reaction: reactants, conditions, products, and yield Starting materials: [OH-].[Na+] (sodium hydroxide), P(=O)(Cl)(Cl)Cl (phosphorus oxychloride), CN(C)C=O (DMF), FC1=CC=C(C=C1)C1=CN(C2=CC=CC=C12)C(C)C (3-(4-fluorophenyl)-1-isopropyl-1H-indole), CN(C)C=O (DMF), CN(C)C=O (DMF). Run in O (water). Conditions: temperature 3 celsius, time 1.5 hour. The product is FC1=CC=C(C=C1)C1=C(N(C2=CC=CC=C12)C(C)C)C=O (3-(4-Fluorophenyl)-1-isopropyl-1H-indole-2-carbaldehyde). As a reaction SMILES: P(Cl)(Cl)(Cl)=O.[F:6][C:7]1[CH:12]=[CH:11][C:10]([C:13]2[C:21]3[C:16](=[CH:17][CH:18]=[CH:19][CH:20]=3)[N:15]([CH:22]([CH3:24])[CH3:23])[CH:14]=2)=[CH:9][CH:8]=1.[OH-].[Na+].CN([CH:30]=[O:31])C>O>[F:6][C:7]1[CH:12]=[CH:11][C:10]([C:13]2[C:21]3[C:16](=[CH:17][CH:18]=[CH:19][CH:20]=3)[N:15]([CH:22]([CH3:24])[CH3:23])[C:14]=2[CH:30]=[O:31])=[CH:9][CH:8]=1 |f:2.3|. Reported procedure: 5.77 g (78.96 mmol) of DMF are weighed into a 100 ml three-necked round-bottomed flask, equipped with a magnetic stirrer, thermometer, dropping funnel, reflux condenser and nitrogen delivery line, and cooled, with stirring, to 3° C. 12.11 g (78.96 mmol) of phosphorus oxychloride are then slowly added dropwise so that the internal temperature does not exceed 10° C. The reaction mixture is then heated to 80° C. and 10 g (39.48 mmol) of 3-(4-fluorophenyl)-1-isopropyl-1H-indole, dissolved in 10 ml o...